This data is from the Open Reaction Database (ORD), a public repository of structured organic reaction records. The task is: describe an organic reaction: reactants, conditions, products, and yield Starting materials: CCOC(=O)CC1CCCC1c1cccc(OC)c1, ClCCl, O. Product: COc1ccc2c(c1)C1CCCC1CC2=O. As a reaction SMILES: [CH2:1]([O:2][C:4]([CH2:5][CH:6]1[CH:7]([c:11]2[cH:12][c:13]([O:17][CH3:18])[cH:14][cH:15][cH:16]2)[CH2:8][CH2:9][CH2:10]1)=[O:19])[CH3:3].[CH2:21]([Cl:22])[Cl:23].[OH2:20]>>[C:4]1(=[O:19])[CH2:5][CH:6]2[CH:7]([CH2:8][CH2:9][CH2:10]2)[c:11]2[cH:12][c:13]([O:17][CH3:18])[cH:14][cH:15][c:16]21. The reactants are FC=1C=C(C=CC1OC)C1C(C1)C(=O)O (2-(3-fluoro-4-methoxy-phenyl)-cyclopropane carboxylic acid), O=S(Cl)Cl (SOCl2). Run at time 18 hour. Product: FC=1C=C(C=CC1OC)C1C(C1)C(=O)Cl (2-(3-fluoro-4-methoxy-phenyl)-cyclopropanecarbonyl chloride). As a reaction SMILES: [F:1][C:2]1[CH:3]=[C:4]([CH:10]2[CH2:12][CH:11]2[C:13]([OH:15])=O)[CH:5]=[CH:6][C:7]=1[O:8][CH3:9].O=S(Cl)[Cl:18]>>[F:1][C:2]1[CH:3]=[C:4]([CH:10]2[CH2:12][CH:11]2[C:13]([Cl:18])=[O:15])[CH:5]=[CH:6][C:7]=1[O:8][CH3:9]. Reported procedure: After 2-(3-fluoro-4-methoxy-phenyl)-cyclopropane carboxylic acid (0.848 g, 4.03 mmol) obtained in Step A was dissolved in anhydrous MC (10 mL), SOCl2 (3 mL, 40.34 mmol) was added thereto, and the mixture was stirred at room temperature for 18 hours. After the termination of the reaction, the reactant was concentrated under reduced pressure to obtain the title compound, which was used in the next step without a separate purification process